The task is: describe an organic reaction: reactants, conditions, products, and yield. This data is from the Open Reaction Database (ORD), a public repository of structured organic reaction records. The reactants are BrCc1ccccc1, [H-], [Na+], CN(C)C=O, COC(=O)CCc1ccc(O)cc1. Yields the product COC(=O)CCc1ccc(OCc2ccccc2)cc1. As a reaction SMILES: [Br:16][CH2:17][c:18]1[cH:19][cH:20][cH:21][cH:22][cH:23]1.[H-:1].[Na+:2].[O:24]=[CH:25][N:26]([CH3:27])[CH3:28].[OH:3][c:4]1[cH:5][cH:6][c:7]([CH2:10][CH2:11][C:12](=[O:13])[O:14][CH3:15])[cH:8][cH:9]1>>[O:3]([c:4]1[cH:5][cH:6][c:7]([CH2:10][CH2:11][C:12](=[O:13])[O:14][CH3:15])[cH:8][cH:9]1)[CH2:17][c:18]1[cH:19][cH:20][cH:21][cH:22][cH:23]1. Conditions: time 3 day. The reagents and catalysts are CN(C)C=1C=CN=CC1 (DMAP). The solvent is N1=CC=CC=C1 (pyridine), C(Cl)Cl (CH2Cl2), C(Cl)Cl (CH2Cl2). Starting materials: C(C#C)O (propargyl alcohol), CC(C)(C)[Si](C)(C)Cl (TBDMSCl), N#N (N2), Cl (HCl). As a reaction SMILES: [CH2:1]([OH:4])[C:2]#[CH:3].[CH3:5][C:6]([Si:9](Cl)([CH3:11])[CH3:10])([CH3:8])[CH3:7].N#N.Cl>N1C=CC=CC=1.C(Cl)Cl.CN(C1C=CN=CC=1)C>[CH2:1]([O:4][Si:9]([C:6]([CH3:8])([CH3:7])[CH3:5])([CH3:11])[CH3:10])[C:2]#[CH:3]. Product: C(C#C)O[Si](C)(C)C(C)(C)C (t-Butyldimethylsilyl propargyl ether). Procedure details: To a solution of 5.82 mL of propargyl alcohol in 20 mL of pyridine and 30 mL of CH2Cl2 was added 0.122 g of DMAP and 16.88 g of TBDMSCl in a N2 atmosphere. After stirring 3 days, the reaction was poured into 100 mL of 1N HCl, and diluted with CH2Cl2. The layers were separated and the organic layer washed with 100 mL of 1N HCl (2×), 10% NaHCO3, H2O and brine and dried (MgSO4). Filtration and concentration provided 15.07 g of an oil which was used without purification.